Dataset: the Open Reaction Database (ORD), a public repository of structured organic reaction records. Task: describe an organic reaction: reactants, conditions, products, and yield Starting materials: COC(CC(C=1C=NC=CC1)N1C=CC2=CC=CC(=C12)OC)=O (3-(7-methoxy-indol-1-yl)-3-pyridin-3-yl-propionic acid methyl ester), [H-].[Al+3].[Li+].[H-].[H-].[H-] (lithium aluminum hydride), O.O.O.O.O.O.O.O.O.O.S(=O)(=O)([O-])[O-].[Na+].[Na+] (sodium sulfate decahydrate). Run in C1CCOC1 (THF). Reaction conditions: time 2 hour. Product: COC=1C=CC=C2C=CN(C12)C(CCO)C=1C=NC=CC1 (3-(7-methoxy-indol-1-yl)-3-pyridin-3-yl-propan-1-ol). Isolated yield 67.5%. As a reaction SMILES: C[O:2][C:3](=O)[CH2:4][CH:5]([N:12]1[C:20]2[C:15](=[CH:16][CH:17]=[CH:18][C:19]=2[O:21][CH3:22])[CH:14]=[CH:13]1)[C:6]1[CH:7]=[N:8][CH:9]=[CH:10][CH:11]=1.[H-].[Al+3].[Li+].[H-].[H-].[H-].O.O.O.O.O.O.O.O.O.O.S([O-])([O-])(=O)=O.[Na+].[Na+]>C1COCC1>[CH3:22][O:21][C:19]1[CH:18]=[CH:17][CH:16]=[C:15]2[C:20]=1[N:12]([CH:5]([C:6]1[CH:7]=[N:8][CH:9]=[CH:10][CH:11]=1)[CH2:4][CH2:3][OH:2])[CH:13]=[CH:14]2 |f:1.2.3.4.5.6,7.8.9.10.11.12.13.14.15.16.17.18.19|. Procedure details: To a solution of 3-(7-methoxy-indol-1-yl)-3-pyridin-3-yl-propionic acid methyl ester (0.290 g) in THF (10 ml) was added a solution of lithium aluminum hydride (1 M in THF, 1 ml) at 0° C. The reaction mixture was stirred for 2 hours at room temperature. To the solution was added sodium sulfate decahydrate (1 g) and stirring was continued until no more bubbling was observed. The suspension was filtered through Celite and the filtrate was evaporated to dryness. The residue was purified by chromatog...